This data is from the Open Reaction Database (ORD), a public repository of structured organic reaction records. The task is: describe an organic reaction: reactants, conditions, products, and yield The reactants are O (Water), C([O-])([O-])=O.[K+].[K+] (Potassium carbonate), OC1=CC2=C(C(=C(O2)C)C(=O)NC)C=C1 (6-hydroxy-N,2-dimethylbenzofuran-3-carboxamide), ClC1=NC=CC(=N1)Cl (2,4-dichloropyrimidine). The solvent is CN(C)C=O (DMF). Reaction conditions: temperature 60 celsius, time 30 minute. Product: ClC1=NC=CC(=N1)OC1=CC2=C(C(=C(O2)C)C(=O)NC)C=C1 (6-(2-chloropyrimidin-4-yloxy)-N,2-dimethylbenzofuran-3-carboxamide). Isolated yield 82.0%. RXN SMILES: C(=O)([O-])[O-].[K+].[K+].[OH:7][C:8]1[CH:21]=[CH:20][C:11]2[C:12]([C:16]([NH:18][CH3:19])=[O:17])=[C:13]([CH3:15])[O:14][C:10]=2[CH:9]=1.[Cl:22][C:23]1[N:28]=[C:27](Cl)[CH:26]=[CH:25][N:24]=1.O>CN(C=O)C>[Cl:22][C:23]1[N:28]=[C:27]([O:7][C:8]2[CH:21]=[CH:20][C:11]3[C:12]([C:16]([NH:18][CH3:19])=[O:17])=[C:13]([CH3:15])[O:14][C:10]=3[CH:9]=2)[CH:26]=[CH:25][N:24]=1 |f:0.1.2|. Reported procedure: Potassium carbonate (1.5 mmol) was added to a solution of 6-hydroxy-N,2-dimethylbenzofuran-3-carboxamide (1 mmol) in 5 ml DMF. After 30 mins, 2,4-dichloropyrimidine (1 mmol) was added and the reaction mixture was stirred overnight at 60° C. Water was added. The resultant solid was filtered, washed with water, and dried to give 6-(2-chloropyrimidin-4-yloxy)-N,2-dimethylbenzofuran-3-carboxamide in a yield of 82%, as a solid, which was used in the next step without further purification.